Dataset: the Open Reaction Database (ORD), a public repository of structured organic reaction records. Task: describe an organic reaction: reactants, conditions, products, and yield Starting materials: ClC1=NC(=NC(=N1)NC1=CC(=C(C=C1)OC)Cl)NC1=CC(=C(C=C1)OC)Cl (6-chloro-N-(3-chloro-4-methoxyphenyl)-N′-(3-chloro-4-methoxyphenyl)[1,3,5]triazine-2,4-diamine), ClC=1C=C(C=CC1OC)NC1=NC(=NC(=N1)Cl)Cl ((3-Chloro-4-methoxy-phenyl)-(4,6-dichloro-[1,3,5]triazin-2-yl)-amine), ClC=1C=C(C=CC1OC)NC1=NC(=NC(=N1)Cl)Cl ((3-Chloro-4-methoxy-phenyl)-(4,6-dichloro-[1,3,5]triazin-2-yl)-amine), [OH-].[Na+] (NaOH). Yields the product ClC1=NC(=NC(=N1)NC1=CC(=C(C=C1)OC)Cl)NC1CCCCCC1 (6-Chloro-N-(3-chloro-4-methoxy-phenyl)-N′-cycloheptyl-[1,3,5]triazine-2,4-diamine). Reaction SMILES: [Cl:1][C:2]1[N:7]=[C:6]([NH:8][C:9]2[CH:14]=[CH:13][C:12](OC)=[C:11](Cl)[CH:10]=2)[N:5]=[C:4]([NH:18][C:19]2[CH:24]=[CH:23][C:22]([O:25][CH3:26])=[C:21]([Cl:27])[CH:20]=2)[N:3]=1.Cl[C:29]1C=C(NC2N=C(Cl)N=C(Cl)N=2)C=CC=1OC.[OH-].[Na+]>>[Cl:1][C:2]1[N:3]=[C:4]([NH:18][C:19]2[CH:24]=[CH:23][C:22]([O:25][CH3:26])=[C:21]([Cl:27])[CH:20]=2)[N:5]=[C:6]([NH:8][CH:9]2[CH2:14][CH2:13][CH2:12][CH2:29][CH2:11][CH2:10]2)[N:7]=1 |f:2.3|. Procedure details: Attempts to minimize the impurity involved scanning several bases and solvents, but the production 6-chloro-N-(3-chloro-4-methoxyphenyl)-N′-(3-chloro-4-methoxyphenyl)[1,3,5]triazine-2,4-diamine remained. The preparation of compound 101 was then carried out without addition of base, resulting in the levels of the impurity being negligible. Compound 133 was prepared from compound 101 using aqueous NaOH as base. Reactants: Cc1cccc(COc2cc(C(C)(C)C)nn2Cc2ccc(CO)cc2)n1, CCCCP(CCCC)CCCC, CCOC(=O)CCc1ccc(O)cc1F, O=C(N=NC(=O)N1CCCCC1)N1CCCCC1, C1CCOC1. Yields the product CCOC(=O)CCc1ccc(OCc2ccc(Cn3nc(C(C)(C)C)cc3OCc3cccc(C)n3)cc2)cc1F. As a reaction SMILES: [C:1]([CH3:2])([CH3:3])([CH3:4])[c:5]1[n:6][n:7]([CH2:19][c:20]2[cH:21][cH:22][c:23]([CH2:26][OH:27])[cH:24][cH:25]2)[c:8]([O:10][CH2:11][c:12]2[n:13][c:14]([CH3:18])[cH:15][cH:16][cH:17]2)[cH:9]1.[CH2:43]([P:44]([CH2:45][CH2:46][CH2:47][CH3:48])[CH2:49][CH2:50][CH2:51][CH3:52])[CH2:53][CH2:54][CH3:55].[F:28][c:29]1[c:30]([CH2:36][CH2:37][C:38](=[O:39])[O:40][CH2:41][CH3:42])[cH:31][cH:32][c:33]([OH:35])[cH:34]1.[N:56]([C:57]([N:58]1[CH2:59][CH2:60][CH2:61][CH2:62][CH2:63]1)=[O:64])=[N:65][C:66]([N:67]1[CH2:68][CH2:69][CH2:70][CH2:71][CH2:72]1)=[O:73].[O:74]1[CH2:75][CH2:76][CH2:77][CH2:78]1>>[C:1]([CH3:2])([CH3:3])([CH3:4])[c:5]1[n:6][n:7]([CH2:19][c:20]2[cH:21][cH:22][c:23]([CH2:26][O:27][c:33]3[cH:32][cH:31][c:30]([CH2:36][CH2:37][C:38](=[O:39])[O:40][CH2:41][CH3:42])[c:29]([F:28])[cH:34]3)[cH:24][cH:25]2)[c:8]([O:10][CH2:11][c:12]2[n:13][c:14]([CH3:18])[cH:15][cH:16][cH:17]2)[cH:9]1.